Task: describe an organic reaction: reactants, conditions, products, and yield. Dataset: the Open Reaction Database (ORD), a public repository of structured organic reaction records Starting materials: CC(C)(C)[Si](OCCOCC(Oc1ncnc2c1cnn2-c1c(Cl)cccc1C#N)C(=O)Nc1ccc(Cl)cn1)(c1ccccc1)c1ccccc1, C1CCOC1, CCCC[N+](CCCC)(CCCC)CCCC, [F-]. Yields the product N#Cc1cccc(Cl)c1-n1ncc2c(OC(COCCO)C(=O)Nc3ccc(Cl)cn3)ncnc21. As a reaction SMILES: [C:19]([Si:20]([c:21]1[cH:22][cH:23][cH:59][cH:60][cH:61]1)([O:24][CH2:25][CH2:26][O:27][CH2:28][CH:29]([C:30](=[O:31])[NH:32][c:33]1[n:34][cH:35][c:36]([Cl:39])[cH:37][cH:38]1)[O:40][c:41]1[c:42]2[c:43]([n:44][cH:45][n:46]1)[n:47](-[c:50]1[c:51]([Cl:58])[cH:52][cH:53][cH:54][c:55]1[C:56]#[N:57])[n:48][cH:49]2)[c:62]1[cH:63][cH:64][cH:65][cH:66][cH:67]1)([CH3:68])([CH3:69])[CH3:70].[CH2:71]1[O:72][CH2:73][CH2:74][CH2:75]1.[CH3:2][CH2:3][CH2:4][CH2:5][N+:6]([CH2:7][CH2:8][CH2:9][CH3:10])([CH2:11][CH2:12][CH2:13][CH3:14])[CH2:15][CH2:16][CH2:17][CH3:18].[F-:1]>>[OH:24][CH2:25][CH2:26][O:27][CH2:28][CH:29]([C:30](=[O:31])[NH:32][c:33]1[n:34][cH:35][c:36]([Cl:39])[cH:37][cH:38]1)[O:40][c:41]1[c:42]2[c:43]([n:44][cH:45][n:46]1)[n:47](-[c:50]1[c:51]([Cl:58])[cH:52][cH:53][cH:54][c:55]1[C:56]#[N:57])[n:48][cH:49]2.